describe an organic reaction: reactants, conditions, products, and yield From a dataset of the Open Reaction Database (ORD), a public repository of structured organic reaction records. The reactants are CC(C)=O, O=[Cr](=O)(O)O, Cc1c(CCCCO)cccc1C(=O)c1ccc(F)cc1, O. Product: Cc1c(CCCC(=O)O)cccc1C(=O)c1ccc(F)cc1. RXN SMILES: [CH3:28][C:29](=[O:30])[CH3:31].[Cr:1]([OH:2])([OH:3])(=[O:4])=[O:5].[F:6][c:7]1[cH:8][cH:9][c:10]([C:11](=[O:12])[c:13]2[c:14]([CH3:24])[c:15]([CH2:19][CH2:20][CH2:21][CH2:22][OH:23])[cH:16][cH:17][cH:18]2)[cH:25][cH:26]1.[OH2:27]>>[F:6][c:7]1[cH:8][cH:9][c:10]([C:11](=[O:12])[c:13]2[c:14]([CH3:24])[c:15]([CH2:19][CH2:20][CH2:21][C:22](=[O:23])[OH:27])[cH:16][cH:17][cH:18]2)[cH:25][cH:26]1. Product: COc1ccc2cc(CCC(C)=O)cc(F)c2c1. Starting materials: CC(=O)O, COc1ccc2cc(C(O)=CC(C)=O)cc(F)c2c1, [H][H]. Reaction SMILES: [CH3:22][C:23](=[O:24])[OH:25].[F:1][c:2]1[cH:3][c:4]([C:14](=[CH:15][C:16]([CH3:17])=[O:18])[OH:19])[cH:5][c:6]2[cH:7][cH:8][c:9]([O:12][CH3:13])[cH:10][c:11]12.[H:20][H:21]>>[F:1][c:2]1[cH:3][c:4]([CH2:14][CH2:15][C:16]([CH3:17])=[O:18])[cH:5][c:6]2[cH:7][cH:8][c:9]([O:12][CH3:13])[cH:10][c:11]12. The reactants are OCC1(CC2N(CCNC2)C1)C ((7RS,8aSR)-7-hydroxymethyl-7-methyl-1,2,3,4,6,7,8,8a-octahydro-pyrrolo[1,2-a]pyrazine), ClC1=NC=C(C=N1)F (2-chloro-5-fluoropyrimidine), C([O-])([O-])=O.[Na+].[Na+] (sodium carbonate). Reaction SMILES: [OH:1][CH2:2][C:3]1([CH3:12])[CH2:11][N:6]2[CH2:7][CH2:8][NH:9][CH2:10][CH:5]2[CH2:4]1.Cl[C:14]1[N:19]=[CH:18][C:17]([F:20])=[CH:16][N:15]=1.C(=O)([O-])[O-].[Na+].[Na+]>O>[OH:1][CH2:2][C:3]1([CH3:12])[CH2:11][N:6]2[CH2:7][CH2:8][N:9]([C:14]3[N:19]=[CH:18][C:17]([F:20])=[CH:16][N:15]=3)[CH2:10][CH:5]2[CH2:4]1 |f:2.3.4|. The yield is 47.3%. Procedure details: A mixture of (7RS,8aSR)-7-hydroxymethyl-7-methyl-1,2,3,4,6,7,8,8a-octahydro-pyrrolo[1,2-a]pyrazine (1.08 g, 6.35 mmol), 0.925 g (6.98 mmol) of 2-chloro-5-fluoropyrimidine (Dunaiskis, A.; et al. Org. Prep. Proc. Int., 1995, 27, 600-602), and 1.48 g (13.96 mmol) of sodium carbonate and 65 mL of water was heated at 90° C. for 72 h. the solution was cooled and extracted with chloroform (3×). The combined organic layers were dried (magnesium sulfate), filtered and evaporated. Purification by flash si... Yields the product OCC1(CC2N(CCN(C2)C2=NC=C(C=N2)F)C1)C ((7RS,8aSR)-7-Hydroxymethyl-7-methyl-2-(5-fluoropyrimdin-2-yl)-1,2,3,4,6,7,8,8a-octahydro-pyrrolo[1,2-a]pyrazine). The solvent is O (water). Starting materials: Cl, CC(C)C(N)C(=O)N1CCC(O)(c2ccc(Cl)cc2)C(C)(C)C1, O=C(O)c1ccccc1. Yields the product CC(C)C(NC(=O)c1ccccc1)C(=O)N1CCC(O)(c2ccc(Cl)cc2)C(C)(C)C1. As a reaction SMILES: [ClH:1].[NH2:2][CH:3]([C:4](=[O:5])[N:6]1[CH2:7][C:8]([CH3:20])([CH3:21])[C:9]([OH:12])([c:13]2[cH:14][cH:15][c:16]([Cl:19])[cH:17][cH:18]2)[CH2:10][CH2:11]1)[CH:22]([CH3:23])[CH3:24].[OH:25][C:26](=[O:27])[c:28]1[cH:29][cH:30][cH:31][cH:32][cH:33]1>>[NH:2]([CH:3]([C:4](=[O:5])[N:6]1[CH2:7][C:8]([CH3:20])([CH3:21])[C:9]([OH:12])([c:13]2[cH:14][cH:15][c:16]([Cl:19])[cH:17][cH:18]2)[CH2:10][CH2:11]1)[CH:22]([CH3:23])[CH3:24])[C:26](=[O:25])[c:28]1[cH:29][cH:30][cH:31][cH:32][cH:33]1. The reactants are solution, C(CCC)[Li] (n-butyllithium), C(C1=CC=CC=C1)N1CCC(CC1)=O (1-benzyl-piperid-4-one), BrC1=NC=CC=C1 (2-bromopyridine), C(Cl)Cl (DCM). Solvent: CCCCCC (hexane), C1CCOC1 (THF), C1CCOC1 (THF). Run at time 1 hour. The product is Cl.C(C1=CC=CC=C1)N1CCC(CC1)(C1=NC=CC=C1)O (1-Benzyl-4-hydroxy-4-(pyrid-2-yl)piperidine hydrochloride). Reaction SMILES: Br[C:2]1[CH:7]=[CH:6][CH:5]=[CH:4][N:3]=1.C([Li])CCC.[CH2:13]([N:20]1[CH2:25][CH2:24][C:23](=[O:26])[CH2:22][CH2:21]1)[C:14]1[CH:19]=[CH:18][CH:17]=[CH:16][CH:15]=1.C(Cl)[Cl:28]>C1COCC1.CCCCCC>[ClH:28].[CH2:13]([N:20]1[CH2:25][CH2:24][C:23]([OH:26])([C:2]2[CH:7]=[CH:6][CH:5]=[CH:4][N:3]=2)[CH2:22][CH2:21]1)[C:14]1[CH:15]=[CH:16][CH:17]=[CH:18][CH:19]=1 |f:6.7|. Procedure details: 25 g of 2-bromopyridine are dissolved in 100 ml of THF at −70° C., under nitrogen, and a 1.6M solution of n-butyllithium in hexane is added dropwise followed by a solution of 30 g of 1-benzyl-piperid-4-one in 25 ml of THF. The temperature is allowed to rise to RT, and, after one hour, the solvents are partially evaporated, the residue is poured over a saturated solution of NH4Cl, extracted with ether, washed with water, dried over MgSO4 and evaporated. An oil is obtained which is dissolved in 20... The reactants are NC=1N(C=C(N1)CCCCCC#C)C(=O)OC(C)(C)C (tert-butyl 2-amino-4-(hept-6-ynyl)-1H-imidazole-1-carboxylate), N(=[N+]=[N-])CCNC(CCCCCCCCCCCCCCC)=O (N-(2-azidoethyl)palmitamide). Product: NC=1N(C=C(N1)CCCCCC=1N=NN(C1)CCNC(CCCCCCCCCCCCCCC)=O)C(=O)OC(C)(C)C (tert-butyl 2-amino-4-(5-(1-(2-palmitamidoethyl)-1H-1,2,3-triazol-4-yl)pentyl)-1H-imidazole-1-carboxylate). As a reaction SMILES: [NH2:1][C:2]1[N:3]([C:14]([O:16][C:17]([CH3:20])([CH3:19])[CH3:18])=[O:15])[CH:4]=[C:5]([CH2:7][CH2:8][CH2:9][CH2:10][CH2:11][C:12]#[CH:13])[N:6]=1.[N:21]([CH2:24][CH2:25][NH:26][C:27](=[O:43])[CH2:28][CH2:29][CH2:30][CH2:31][CH2:32][CH2:33][CH2:34][CH2:35][CH2:36][CH2:37][CH2:38][CH2:39][CH2:40][CH2:41][CH3:42])=[N+:22]=[N-:23]>>[NH2:1][C:2]1[N:3]([C:14]([O:16][C:17]([CH3:20])([CH3:19])[CH3:18])=[O:15])[CH:4]=[C:5]([CH2:7][CH2:8][CH2:9][CH2:10][CH2:11][C:12]2[N:23]=[N:22][N:21]([CH2:24][CH2:25][NH:26][C:27](=[O:43])[CH2:28][CH2:29][CH2:30][CH2:31][CH2:32][CH2:33][CH2:34][CH2:35][CH2:36][CH2:37][CH2:38][CH2:39][CH2:40][CH2:41][CH3:42])[CH:13]=2)[N:6]=1. Procedure details: tert-butyl 2-amino-4-(hept-6-ynyl)-1H-imidazole-1-carboxylate (0.087 g, 0.313 mmol) was reacted with N-(2-azidoethyl)palmitamide (0.102 g, 0.313 mmol) following the general click procedure to give tert-butyl 2-amino-4-(5-(1-(2-palmitamidoethyl)-1H-1,2,3-triazol-4-yl)pentyl)-1H-imidazole-1-carboxylate 1H NMR (300 MHz, CDCl3) δ 7.29 (s, 1H), δ 6.78 (t, 1H), δ 6.41 (s, 1H), δ 6.19 (s, 2H), δ 4.39 (t, 2H), δ 3.67 (q, 2H), δ 2.61 (t, 2H), δ 2.12 (t, 2H), δ 2.07 (t, 2H), δ 1.42 (m, 13H), δ 1.42 (m, 2H...